This data is from the Open Reaction Database (ORD), a public repository of structured organic reaction records. The task is: describe an organic reaction: reactants, conditions, products, and yield The reactants are CO, COC(=O)c1ccc(Nc2cnccn2)nc1NC(C)c1ccc(F)cc1, [Na+], [OH-]. Yields the product CC(Nc1nc(Nc2cnccn2)ccc1C(=O)O)c1ccc(F)cc1. Reaction SMILES: [CH3:30][OH:31].[F:1][c:2]1[cH:3][cH:4][c:5]([CH:8]([CH3:9])[NH:10][c:11]2[c:12]([C:13](=[O:14])[O:15][CH3:16])[cH:17][cH:18][c:19]([NH:21][c:22]3[n:23][cH:24][cH:25][n:26][cH:27]3)[n:20]2)[cH:6][cH:7]1.[Na+:29].[OH-:28]>>[F:1][c:2]1[cH:3][cH:4][c:5]([CH:8]([CH3:9])[NH:10][c:11]2[c:12]([C:13](=[O:14])[OH:15])[cH:17][cH:18][c:19]([NH:21][c:22]3[n:23][cH:24][cH:25][n:26][cH:27]3)[n:20]2)[cH:6][cH:7]1. Starting materials: Cc1cn(-c2ccc(C(=O)O)cc2)cn1, CN(C)C=O, O=C(Cl)C(=O)Cl, ClCCl. Product: Cc1cn(-c2ccc(C(=O)Cl)cc2)cn1. RXN SMILES: [CH3:1][c:2]1[n:3][cH:4][n:5](-[c:7]2[cH:8][cH:9][c:10]([C:11](=[O:12])[OH:13])[cH:14][cH:15]2)[cH:6]1.[CH3:22][N:23]([CH3:24])[CH:25]=[O:26].[Cl:16][C:17]([C:18]([Cl:19])=[O:20])=[O:21].[Cl:27][CH2:28][Cl:29]>>[CH3:1][c:2]1[n:3][cH:4][n:5](-[c:7]2[cH:8][cH:9][c:10]([C:11](=[O:12])[Cl:16])[cH:14][cH:15]2)[cH:6]1. Reactants: O=C1c2ccccc2C(O)(c2ccc(Cl)cc2)N1CCc1ccccc1, O=S(Cl)Cl. Product: O=C1c2ccccc2C(Cl)(c2ccc(Cl)cc2)N1CCc1ccccc1. Reaction SMILES: [Cl:1][c:2]1[cH:3][cH:4][c:5]([C:8]2([OH:26])[N:9]([CH2:18][CH2:19][c:20]3[cH:21][cH:22][cH:23][cH:24][cH:25]3)[C:10](=[O:17])[c:11]3[cH:12][cH:13][cH:14][cH:15][c:16]32)[cH:6][cH:7]1.[S:27]([Cl:28])([Cl:29])=[O:30]>>[Cl:1][c:2]1[cH:3][cH:4][c:5]([C:8]2([Cl:29])[N:9]([CH2:18][CH2:19][c:20]3[cH:21][cH:22][cH:23][cH:24][cH:25]3)[C:10](=[O:17])[c:11]3[cH:12][cH:13][cH:14][cH:15][c:16]32)[cH:6][cH:7]1. Reaction conditions: temperature -78 celsius, time 1 hour. Solvent: ClCCl (dichloromethane). The product is CS(=O)(=O)OCCCSC (3-(Methylthio)propyl methanesulfonate). Reaction SMILES: [CH3:1][S:2][CH2:3][CH2:4][CH2:5][OH:6].CCN(C(C)C)C(C)C.[CH3:16][S:17](Cl)(=[O:19])=[O:18]>ClCCl>[CH3:16][S:17]([O:6][CH2:5][CH2:4][CH2:3][S:2][CH3:1])(=[O:19])=[O:18]. Reported procedure: To a solution of 3-(methylthio)propan-1-ol in dichloromethane (0.2 M) was added sequentially at −78° C. Hunig's base (1.3 eq.) and methanesulfonyl chloride (1.3 eq.). The resulting reaction mixture was stirred at −78° C. for 1 h and then warmed slowly to RT. The reaction was quenched with sat. aq. NH4Cl and then extracted with ether. The combined organic extracts were washed with water and brine, dried over MgSO4, and filtered. Concentrated of the filtrate in vacuo afforded the title compound as... Starting materials: CCN(C(C)C)C(C)C (Hunig's base), CSCCCO (3-(methylthio)propan-1-ol), CS(=O)(=O)Cl (methanesulfonyl chloride). Reactants: ClC1=NC=CC(=C1)C1=CC=NC=C1 (2-chloro-4,4'-bipyridine), NN (hydrazine), N1=CC=CC=C1 (pyridine). Conditions: time 8 hour. The product is CC1=NN=C2N1C=CC(=C2)C2=CC=NC=C2 (3-Methyl-7-(4-pyridinyl)-1,2,4-triazolo[4,3-a]pyridine). Reaction SMILES: Cl[C:2]1[CH:7]=[C:6]([C:8]2[CH:13]=[CH:12][N:11]=[CH:10][CH:9]=2)[CH:5]=[CH:4][N:3]=1.[NH2:14]N.[N:16]1C=CC=[CH:18][CH:17]=1>>[CH3:18][C:17]1[N:3]2[CH:4]=[CH:5][C:6]([C:8]3[CH:13]=[CH:12][N:11]=[CH:10][CH:9]=3)=[CH:7][C:2]2=[N:14][N:16]=1. Procedure: A mixture of 1.3 g of 2-chloro-4,4'-bipyridine and 6.5 ml of anhydrous hydrazine in 40 ml of dry pyridine was refluxed for 24 hours under argon and then concentrated. The residue was dissolved in methylene chloride, treated with activated carbon and the solvent was removed giving an oil which was crystallized from ether-hexane-methylene chloride. A 1.3 g portion of these crystals of 2-hydrazino-4,4'-bipyridine was combined with 50 ml of triethyl orthoacetate and heated on a steam bath for 1 hour... Reactants: CS(C)=O, CCN(C(C)C)C(C)C, Clc1cccc(-c2csc(N3CCNCC3)n2)c1Cl, O, O=C(Nc1cccnc1)OCC(Cl)(Cl)Cl. Product: O=C(Nc1cccnc1)N1CCN(c2nc(-c3cccc(Cl)c3Cl)cs2)CC1. Reaction SMILES: [CH3:45][S:46](=[O:47])[CH3:48].[CH:35]([N:36]([CH:37]([CH3:38])[CH3:39])[CH2:40][CH3:41])([CH3:42])[CH3:43].[Cl:16][c:17]1[c:18](-[c:24]2[n:25][c:26]([N:29]3[CH2:30][CH2:31][NH:32][CH2:33][CH2:34]3)[s:27][cH:28]2)[cH:19][cH:20][cH:21][c:22]1[Cl:23].[OH2:44].[n:1]1[cH:2][c:3]([NH:7][C:8]([O:9][CH2:10][C:11]([Cl:12])([Cl:13])[Cl:14])=[O:15])[cH:4][cH:5][cH:6]1>>[n:1]1[cH:2][c:3]([NH:7][C:8](=[O:15])[N:32]2[CH2:31][CH2:30][N:29]([c:26]3[n:25][c:24](-[c:18]4[c:17]([Cl:16])[c:22]([Cl:23])[cH:21][cH:20][cH:19]4)[cH:28][s:27]3)[CH2:34][CH2:33]2)[cH:4][cH:5][cH:6]1. Reactants: ClCC(=O)NC=1C=NC(=CC1)C(N)=NO (2-Chloro-N-(6-(N′-hydroxycarbamimidoyl)pyridin-3-yl)acetamide), C1(CCC(=O)O1)=O (succinic anhydride). Run in O (water), CN(C=O)C (dimethyl formamide). Product: ClCC(=O)NC=1C=CC(=NC1)C1=NOC(=N1)CCC(=O)O (3-(3-(5-(2-Chloroacetamido)pyridin-2-yl)-1,2,4-oxadiazol-5-yl)propanoic acid). RXN SMILES: [Cl:1][CH2:2][C:3]([NH:5][C:6]1[CH:7]=[N:8][C:9]([C:12](=[N:14][OH:15])[NH2:13])=[CH:10][CH:11]=1)=[O:4].[C:16]1(=O)[O:21][C:19](=[O:20])[CH2:18][CH2:17]1>CN(C)C=O.O>[Cl:1][CH2:2][C:3]([NH:5][C:6]1[CH:11]=[CH:10][C:9]([C:12]2[N:13]=[C:16]([CH2:17][CH2:18][C:19]([OH:21])=[O:20])[O:15][N:14]=2)=[N:8][CH:7]=1)=[O:4]. Reported procedure: A mixture of compound of example 4 (0.228 g, 1 mmol) and succinic anhydride was stirred in dimethyl formamide (5 mL), at a temperature in the range of 115-120° C. for a period of 16 hours. The reaction mixture was cooled, diluted with water, and extracted with ethyl acetate (3×50 mL). The organic layer was washed with brine, dried over sodium sulfate and concentrated. The crude product obtained was purified over silica gel using ethyl acetate as eluent. The pure fractions were concentrated and c...